From a dataset of the Open Reaction Database (ORD), a public repository of structured organic reaction records. describe an organic reaction: reactants, conditions, products, and yield Reactants: Brc1cccc(Br)n1, CCOCC, C[S-], [Na+], CN(C)C=O. As a reaction SMILES: [Br:1][c:2]1[n:3][c:4]([Br:8])[cH:5][cH:6][cH:7]1.[CH2:17]([O:18][CH2:19][CH3:20])[CH3:21].[CH3:9][S-:10].[Na+:11].[O:12]=[CH:13][N:14]([CH3:15])[CH3:16]>>[Br:1][c:2]1[n:3][c:4]([S:10][CH3:9])[cH:5][cH:6][cH:7]1. Product: CSc1cccc(Br)n1. Starting materials: CC(C)C(C#N)(CCCI)c1cccs1, COCc1cccc(OCCN2CCNCC2)n1. Product: COCc1cccc(OCCN2CCN(CCCC(C#N)(c3cccs3)C(C)C)CC2)n1. Reaction SMILES: [C:1](#[N:2])[C:3]([CH2:4][CH2:5][CH2:6][I:7])([CH:8]([CH3:9])[CH3:10])[c:11]1[s:12][cH:13][cH:14][cH:15]1.[CH3:16][O:17][CH2:18][c:19]1[cH:20][cH:21][cH:22][c:23]([O:25][CH2:26][CH2:27][N:28]2[CH2:29][CH2:30][NH:31][CH2:32][CH2:33]2)[n:24]1>>[C:1](#[N:2])[C:3]([CH2:4][CH2:5][CH2:6][N:31]1[CH2:30][CH2:29][N:28]([CH2:27][CH2:26][O:25][c:23]2[cH:22][cH:21][cH:20][c:19]([CH2:18][O:17][CH3:16])[n:24]2)[CH2:33][CH2:32]1)([CH:8]([CH3:9])[CH3:10])[c:11]1[s:12][cH:13][cH:14][cH:15]1. The reactants are C(C)OC(=O)C1=CN=CC=2NC3=CC=C(C=C3C12)N (6-amino-β-carboline-4-carboxylic acid ethyl ester), N1(NCCCCCCCCC1)C1CCCCCCCCCC1 (diazabicycloundecane), C(C=C)Br (allylbromide). The solvent is C(C)O (ethanol). The product is C(C)OC(=O)C1=CN=CC=2NC3=CC=C(C=C3C12)N(CC=C)CC=C (6-diallylamino-β-carboline-4-carboxylic acid ethyl ester). Reaction SMILES: [CH2:1]([O:3][C:4]([C:6]1[C:18]2[C:17]3[C:12](=[CH:13][CH:14]=[C:15]([NH2:19])[CH:16]=3)[NH:11][C:10]=2[CH:9]=[N:8][CH:7]=1)=[O:5])[CH3:2].N1(C2CCCCCCCCCC2)CCCCCC[CH2:24][CH2:23][CH2:22]N1.[CH2:42](Br)[CH:43]=[CH2:44]>C(O)C>[CH2:1]([O:3][C:4]([C:6]1[C:18]2[C:17]3[C:12](=[CH:13][CH:14]=[C:15]([N:19]([CH2:44][CH:43]=[CH2:42])[CH2:24][CH:23]=[CH2:22])[CH:16]=3)[NH:11][C:10]=2[CH:9]=[N:8][CH:7]=1)=[O:5])[CH3:2]. Procedure details: A solution of 0.28 g of 6-amino-β-carboline-4-carboxylic acid ethyl ester, 0.18 g of diazabicycloundecane and 0.26 g of allylbromide in 5 ml of ethanol is heated for 3 hours to 70° C. Then the solution is evaporated. The evaporation residue is extracted with ethyl acetate and water, the combined extracts are evaporated and chromatographed on silica gel with methylene chloride/methanol=5:1. Yield: 0.05 g. Reactants: COc1nc(Cc2ccccc2)nc2c1CCN(Cc1ccccc1)CC2, CO, O=C[O-], [NH4+]. Yields the product COc1nc(Cc2ccccc2)nc2c1CCNCC2. RXN SMILES: [CH2:1]([c:2]1[cH:3][cH:4][cH:5][cH:6][cH:7]1)[c:8]1[n:9][c:10]([O:26][CH3:27])[c:11]2[c:12]([n:25]1)[CH2:13][CH2:14][N:15]([CH2:18][c:19]1[cH:20][cH:21][cH:22][cH:23][cH:24]1)[CH2:16][CH2:17]2.[CH3:32][OH:33].[CH:28]([O-:29])=[O:30].[NH4+:31]>>[CH2:1]([c:2]1[cH:3][cH:4][cH:5][cH:6][cH:7]1)[c:8]1[n:9][c:10]([O:26][CH3:27])[c:11]2[c:12]([n:25]1)[CH2:13][CH2:14][NH:15][CH2:16][CH2:17]2. The reactants are C[SiH](C)OC(c1ccc(Cl)nc1)C(C)(C)C, N=C(c1ccccc1)c1ccccc1, CC(C)(C)[O-], Cc1ccccc1, [Na+], O=C(C=Cc1ccccc1)C=Cc1ccccc1, O=C(C=Cc1ccccc1)C=Cc1ccccc1, O=C(C=Cc1ccccc1)C=Cc1ccccc1, [Pd], [Pd], c1ccc(P(c2ccccc2)c2ccc3ccccc3c2-c2c(P(c3ccccc3)c3ccccc3)ccc3ccccc23)cc1. The product is C[SiH](C)OC(c1ccc(N=C(c2ccccc2)c2ccccc2)nc1)C(C)(C)C. RXN SMILES: [C:1]([CH3:2])([CH3:3])([CH3:4])[CH:5]([c:6]1[cH:7][cH:8][c:9]([Cl:12])[n:10][cH:11]1)[O:13][SiH:14]([CH3:15])[CH3:16].[C:63]([c:64]1[cH:65][cH:66][cH:67][cH:68][cH:69]1)([c:70]1[cH:71][cH:72][cH:73][cH:74][cH:75]1)=[NH:76].[CH3:77][C:78]([CH3:79])([O-:80])[CH3:81].[CH3:83][c:84]1[cH:85][cH:86][cH:87][cH:88][cH:89]1.[Na+:82].[O:110]=[C:111]([CH:112]=[CH:113][c:114]1[cH:115][cH:116][cH:117][cH:118][cH:119]1)[CH:120]=[CH:121][c:122]1[cH:123][cH:124][cH:125][cH:126][cH:127]1.[O:128]=[C:129]([CH:130]=[CH:131][c:132]1[cH:133][cH:134][cH:135][cH:136][cH:137]1)[CH:138]=[CH:139][c:140]1[cH:141][cH:142][cH:143][cH:144][cH:145]1.[O:92]=[C:93]([CH:94]=[CH:95][c:96]1[cH:97][cH:98][cH:99][cH:100][cH:101]1)[CH:102]=[CH:103][c:104]1[cH:105][cH:106][cH:107][cH:108][cH:109]1.[Pd:90].[Pd:91].[cH:17]1[cH:18][cH:19][c:20]([P:21]([c:22]2[cH:23][cH:24][c:25]3[c:26]([cH:27][cH:28][cH:29][cH:30]3)[c:31]2-[c:32]2[c:33]3[c:34]([cH:35][cH:36][cH:37][cH:38]3)[cH:39][cH:40][c:41]2[P:42]([c:43]2[cH:44][cH:45][cH:46][cH:47][cH:48]2)[c:49]2[cH:50][cH:51][cH:52][cH:53][cH:54]2)[c:55]2[cH:56][cH:57][cH:58][cH:59][cH:60]2)[cH:61][cH:62]1>>[C:1]([CH3:2])([CH3:3])([CH3:4])[CH:5]([c:6]1[cH:7][cH:8][c:9]([N:76]=[C:63]([c:64]2[cH:65][cH:66][cH:67][cH:68][cH:69]2)[c:70]2[cH:71][cH:72][cH:73][cH:74][cH:75]2)[n:10][cH:11]1)[O:13][SiH:14]([CH3:15])[CH3:16]. Reactants: ClC1=C(C=C(C=C1)N=C=O)Cl (1,2-dichloro-4-isocyanatobenzene), NCCCN1CCC(CC1)C=1C=C(C=CC1)NC(C(C)C)=O (N-{3-[1-(3-aminopropyl)-4-piperidinyl]phenyl}-2-methylpropanamide). Yields the product ClC=1C=C(NC(=O)NCCCN2CCC(CC2)C=2C=C(C=CC2)NC(C(C)C)=O)C=CC1Cl (N-{3-[1-(3-{[(3,4-DICHLOROANILINO)CARBONYL]AMINO}PROPYL)-4-PIPERIDINYL]PHENYL}-2-METHYLPROPANAMIDE). As a reaction SMILES: [Cl:1][C:2]1[CH:7]=[CH:6][C:5]([N:8]=[C:9]=[O:10])=[CH:4][C:3]=1[Cl:11].[NH2:12][CH2:13][CH2:14][CH2:15][N:16]1[CH2:21][CH2:20][CH:19]([C:22]2[CH:23]=[C:24]([NH:28][C:29](=[O:33])[CH:30]([CH3:32])[CH3:31])[CH:25]=[CH:26][CH:27]=2)[CH2:18][CH2:17]1>>[Cl:11][C:3]1[CH:4]=[C:5]([CH:6]=[CH:7][C:2]=1[Cl:1])[NH:8][C:9]([NH:12][CH2:13][CH2:14][CH2:15][N:16]1[CH2:21][CH2:20][CH:19]([C:22]2[CH:23]=[C:24]([NH:28][C:29](=[O:33])[CH:30]([CH3:31])[CH3:32])[CH:25]=[CH:26][CH:27]=2)[CH2:18][CH2:17]1)=[O:10]. Procedure: Prepared by Procedure P and Scheme AB using 1,2-dichloro-4-isocyanatobenzene and N-{3-[1-(3-aminopropyl)-4-piperidinyl]phenyl}-2-methylpropanamide: ESMS m/e: 493.2 (M+H)+. Reactants: CSc1ccc(Nc2ncc(Br)c(NC(C)C)n2)cc1, ClCCl, Cl, O=C(OO)c1cccc(Cl)c1. Yields the product CC(C)Nc1nc(Nc2ccc(S(C)=O)cc2)ncc1Br. As a reaction SMILES: [Br:2][c:3]1[c:4]([NH:18][CH:19]([CH3:20])[CH3:21])[n:5][c:6]([NH:9][c:10]2[cH:11][cH:12][c:13]([S:16][CH3:17])[cH:14][cH:15]2)[n:7][cH:8]1.[Cl:33][CH2:34][Cl:35].[ClH:1].[OH:22][O:23][C:24]([c:25]1[cH:26][c:27]([Cl:28])[cH:29][cH:30][cH:31]1)=[O:32]>>[Br:2][c:3]1[c:4]([NH:18][CH:19]([CH3:20])[CH3:21])[n:5][c:6]([NH:9][c:10]2[cH:11][cH:12][c:13]([S:16]([CH3:17])=[O:22])[cH:14][cH:15]2)[n:7][cH:8]1. Reactants: CCOCC, CN(C)S(=O)(=O)c1cc(C(=O)Cl)ccc1Cl, C=[N+]=[N-]. The product is CN(C)S(=O)(=O)c1cc(C(=O)C=[N+]=[N-])ccc1Cl. Reaction SMILES: [CH3:20][CH2:21][O:22][CH2:23][CH3:24].[Cl:1][c:2]1[c:3]([S:11]([N:12]([CH3:13])[CH3:14])(=[O:15])=[O:16])[cH:4][c:5]([C:6](=[O:7])[Cl:8])[cH:9][cH:10]1.[N+:17](=[N-:18])=[CH2:19]>>[Cl:1][c:2]1[c:3]([S:11]([N:12]([CH3:13])[CH3:14])(=[O:15])=[O:16])[cH:4][c:5]([C:6](=[O:7])[CH:19]=[N+:17]=[N-:18])[cH:9][cH:10]1. Reactants: intermediate 2, Cl.N1=CC(=CC=C1)C(=O)C=1C=C2CNC(NC2=CC1)=O (3,4-dihydro-6-(3-pyridinylcarbonyl)-2(1H)-quinazolinone monohydrochloride), CO (methanol), [OH-].[Na+] (sodium hydroxide), [BH4-].[Na+] (sodium tetrahydroborate). Run in O (water), C(C)(=O)O (acetic acid), O (water). Conditions: time 2 hour. The product is OC(C=1C=C2CNC(NC2=CC1)=O)C=1C=NC=CC1 (3,4-dihydro-6-[hydroxy(3-pyridinyl)methyl]-2(1H)-quinazolinone). Isolated yield 96.6%. RXN SMILES: Cl.[N:2]1[CH:7]=[CH:6][CH:5]=[C:4]([C:8]([C:10]2[CH:11]=[C:12]3[C:17](=[CH:18][CH:19]=2)[NH:16][C:15](=[O:20])[NH:14][CH2:13]3)=[O:9])[CH:3]=1.CO.[OH-].[Na+].[BH4-].[Na+]>O.C(O)(=O)C>[OH:9][CH:8]([C:4]1[CH:3]=[N:2][CH:7]=[CH:6][CH:5]=1)[C:10]1[CH:11]=[C:12]2[C:17](=[CH:18][CH:19]=1)[NH:16][C:15](=[O:20])[NH:14][CH2:13]2 |f:0.1,3.4,5.6|. Reported procedure: To a mixture of 4.35 parts of intermediate 2, namely 3,4-dihydro-6-(3-pyridinylcarbonyl)-2(1H)-quinazolinone monohydrochloride, 63.2 parts of methanol, 1.2 parts of sodium hydroxide and 15 parts of water were added portionwise 0.6 parts of sodium tetrahydroborate. After stirring for 2 hours at room temperature, there was added a mixture of 2.1 parts of acetic acid in 25 parts of water. The precipitate was filtered off, washed with water, 2-propanol and 1,1'-oxybisethane and dried, yielding 3.7 p...